Dataset: the Open Reaction Database (ORD), a public repository of structured organic reaction records. Task: describe an organic reaction: reactants, conditions, products, and yield Reactants: C1(=CC=CC=C1)C(=O)C(O)C1=CC=CC=C1 (benzoin), C1=C(C=CC2=CC=CC=C12)S(=O)(=O)Cl (β-naphthalenesulfonyl chloride), [OH-].[Na+] (sodium hydroxide). Run in C(Cl)Cl (methylene chloride), O1CCCC1 (tetrahydrofuran). Conditions: time 8 hour. Product: C1=C(C=CC2=CC=CC=C12)S(=O)(=O)O.C1(=CC=CC=C1)C(=O)C(O)C1=CC=CC=C1 (Benzoin β-naphthylsulfonate). RXN SMILES: [C:1]1([C:7]([CH:9]([C:11]2[CH:16]=[CH:15][CH:14]=[CH:13][CH:12]=2)[OH:10])=[O:8])[CH:6]=[CH:5][CH:4]=[CH:3][CH:2]=1.[CH:17]1[C:26]2[C:21](=[CH:22][CH:23]=[CH:24][CH:25]=2)[CH:20]=[CH:19][C:18]=1[S:27](Cl)(=[O:29])=[O:28].[OH-].[Na+]>O1CCCC1.C(Cl)Cl>[CH:17]1[C:26]2[C:21](=[CH:22][CH:23]=[CH:24][CH:25]=2)[CH:20]=[CH:19][C:18]=1[S:27]([OH:29])(=[O:8])=[O:28].[C:1]1([C:7]([CH:9]([C:11]2[CH:16]=[CH:15][CH:14]=[CH:13][CH:12]=2)[OH:10])=[O:8])[CH:2]=[CH:3][CH:4]=[CH:5][CH:6]=1 |f:2.3,6.7|. Procedure details: 0.1 mole of benzoin and 0.12 mole of β-naphthalenesulfonyl chloride are dissolved at room temperature in 500 ml of tetrahydrofuran. After addition of 0.15 mole of 30% sodium hydroxide solution the mixture is stirred for 8 hours at room temperature. The reaction solution is diluted with 200 ml of methylene chloride and the organic phase is washed once with NaHCO3 solution and once with water. The organic solution is dried over MgSO4, dried and concentrated by evaporation. The residue is crystalli...